Task: describe an organic reaction: reactants, conditions, products, and yield. Dataset: the Open Reaction Database (ORD), a public repository of structured organic reaction records Reported procedure: Firstly N-methylmorpholine (6.15 mL. 5.64 g, 55.8 mmol) and then O-(benzotriazol-1-yl N,N,N′N′-tetramethyluronium hexalfuorophosphate (10.15 g, 26.8 mmol) are added to a stirred mixture of 2-{([(1,1-dimethylethoxy)carbonyl]amino}-6-methylbenzoic acid (5.60 g, 22.3 mmol) and p-toluidine 4.78 g, 44.6 mmol) in dry dimethylformamide (110 mL) under an argon atmosphere, and stirred at 18° C. for 16 hours. The solvent is evaporated off under reduced pressure to give a residue which is treated with aque... Product: CC1=CC=C(C=C1)NC(C1=C(C=CC=C1C)NC(=O)OC(C)(C)C)=O (N-(4-Methylphenyl)-2-{[(1,1-dimethylethoxy)carbonyl]amino}-6-methylbenzamide). Run in CN(C=O)C (dimethylformamide). RXN SMILES: CN1CCOCC1.[CH3:8][C:9]([CH3:25])([O:11][C:12]([NH:14][C:15]1[CH:23]=[CH:22][CH:21]=[C:20]([CH3:24])[C:16]=1[C:17]([OH:19])=O)=[O:13])[CH3:10].[NH2:26][C:27]1[CH:32]=[CH:31][C:30]([CH3:33])=[CH:29][CH:28]=1.C(=O)([O-])O.[Na+]>CN(C)C=O>[CH3:33][C:30]1[CH:31]=[CH:32][C:27]([NH:26][C:17](=[O:19])[C:16]2[C:20]([CH3:24])=[CH:21][CH:22]=[CH:23][C:15]=2[NH:14][C:12]([O:11][C:9]([CH3:8])([CH3:10])[CH3:25])=[O:13])=[CH:28][CH:29]=1 |f:3.4|. Conditions: temperature 18 celsius, time 16 hour. The reactants are CN1CCOCC1 (N-methylmorpholine), benzotriazol-1-yl N,N,N′N′-tetramethyluronium, CC(C)(OC(=O)NC1=C(C(=O)O)C(=CC=C1)C)C (([(1,1-dimethylethoxy)carbonyl]amino}-6-methylbenzoic acid), NC1=CC=C(C=C1)C (p-toluidine), C(O)([O-])=O.[Na+] (sodium hydrogen carbonate). Starting materials: CN1CCN(C(=O)CCc2cccc(Br)c2)CC1, COc1ccc(CN(Cc2ccc(OC)cc2)c2ncc(-c3nc(N4CCOCC4)nc4c3CCN4)cn2)cc1, COc1ccc(CN(Cc2ccc(OC)cc2)c2ncc(-c3nc(N4CCOCC4)nc4c3CCN4c3cccc(CCC(=O)N4CCN(C)CC4)c3)cn2)cc1. The product is CN1CCN(C(=O)CCc2cccc(N3CCc4c(-c5cnc(N)nc5)nc(N5CCOCC5)nc43)c2)CC1. Reaction SMILES: [Br:41][c:42]1[cH:43][c:44]([CH2:45][CH2:46][C:47]([N:48]2[CH2:49][CH2:50][N:51]([CH3:52])[CH2:53][CH2:54]2)=[O:55])[cH:56][cH:57][cH:58]1.[CH3:1][O:2][c:3]1[cH:4][cH:5][c:6]([CH2:7][N:8]([CH2:9][c:10]2[cH:11][cH:12][c:13]([O:14][CH3:15])[cH:16][cH:17]2)[c:18]2[n:19][cH:20][c:21](-[c:22]3[c:23]4[c:27]([n:28][c:29]([N:30]5[CH2:31][CH2:32][O:33][CH2:34][CH2:35]5)[n:36]3)[NH:26][CH2:25][CH2:24]4)[cH:37][n:38]2)[cH:39][cH:40]1.[CH3:59][O:60][c:61]1[cH:62][cH:63][c:64]([CH2:65][N:66]([c:67]2[n:68][cH:69][c:70](-[c:73]3[c:74]4[c:75]([n:76][c:77]([N:79]5[CH2:80][CH2:81][O:82][CH2:83][CH2:84]5)[n:78]3)[N:85]([c:88]3[cH:89][c:90]([CH2:94][CH2:95][C:96](=[O:97])[N:98]5[CH2:99][CH2:100][N:101]([CH3:104])[CH2:102][CH2:103]5)[cH:91][cH:92][cH:93]3)[CH2:86][CH2:87]4)[cH:71][n:72]2)[CH2:105][c:106]2[cH:107][cH:108][c:109]([O:110][CH3:111])[cH:112][cH:113]2)[cH:114][cH:115]1>>[NH2:66][c:67]1[n:68][cH:69][c:70](-[c:73]2[c:74]3[c:75]([n:76][c:77]([N:79]4[CH2:80][CH2:81][O:82][CH2:83][CH2:84]4)[n:78]2)[N:85]([c:88]2[cH:89][c:90]([CH2:94][CH2:95][C:96](=[O:97])[N:98]4[CH2:99][CH2:100][N:101]([CH3:104])[CH2:102][CH2:103]4)[cH:91][cH:92][cH:93]2)[CH2:86][CH2:87]3)[cH:71][n:72]1. Reactants: Cl.NC(CO)(C(F)F)C1=CC(=CC=C1)Br (2-Amino-2-(3-bromo-phenyl)-3,3-difluoro-propan-1-ol hydrochloride), CO (MeOH), C(=O)([O-])[O-].[Na+].[Na+] (Na2CO3), ClCC(=O)Cl (chloroacetylchloride). Run in O (water), CC(C)(C)OC (TBME), ClCCl (dichloromethane), ClCCl (dichloromethane). Reaction conditions: temperature 0 celsius, time 30 minute. Yields the product BrC=1C=C(C=CC1)C(C(F)F)(CO)NC(CCl)=O (N-[1-(3-Bromo-phenyl)-2,2-difluoro-1-hydroxymethyl-ethyl]-2-chloro-acetamide). As a reaction SMILES: Cl.[NH2:2][C:3]([C:9]1[CH:14]=[CH:13][CH:12]=[C:11]([Br:15])[CH:10]=1)([CH:6]([F:8])[F:7])[CH2:4][OH:5].C([O-])([O-])=O.[Na+].[Na+].[Cl:22][CH2:23][C:24](Cl)=[O:25].CO>ClCCl.O.CC(OC)(C)C>[Br:15][C:11]1[CH:10]=[C:9]([C:3]([NH:2][C:24](=[O:25])[CH2:23][Cl:22])([CH2:4][OH:5])[CH:6]([F:7])[F:8])[CH:14]=[CH:13][CH:12]=1 |f:0.1,2.3.4|. Reported procedure: 2-Amino-2-(3-bromo-phenyl)-3,3-difluoro-propan-1-ol hydrochloride (6.5 g, 24.43 mmol) was put between 60 ml aqueous 2 M Na2CO3 solution and 60 ml dichloromethane and cooled to 0° C. under strong stirring. Then chloroacetylchloride (2.94 ml, 36.6 mmol), diluted in 8 ml dichloromethane, was added dropwise to the biphasic solution. After the complete addition, the reaction was stirred for 30 minutes at r.t. After completion 10 ml MeOH were added and stirring was continued for 10 minutes. Then TBME ... Reactants: ClC=1C=CC2=C(C3=C(C=C(C(N3C=C2)=O)C2=CC=CC=C2)C(=O)N2[C@H](CCC2)CO)C1 ((R)-1-[(10-chloro-4-oxo-3-phenyl-4H-benzo[a]quinolizin-1-yl)carbonyl]-2-pyrrolidinemethanol), [OH-].[Na+] (sodium hydroxide), S(=O)(=O)(OC)OC (dimethyl sulfate), S(=O)(=O)(OC)OC (dimethyl sulfate). Reagents/catalysts: [I-].C(CCC)[N+](CCCC)(CCCC)CCCC (tetrabutylammonium iodide). The solvent is C(Cl)Cl (methylene chloride), O (water), C(Cl)Cl (methylene chloride). Run at time 1 hour. Yields the product ClC=1C=CC2=C(C3=C(C=C(C(N3C=C2)=O)C2=CC=CC=C2)C(=O)N2[C@H](CCC2)COC)C1 ((R)-1-[(10-chloro-4-oxo-3-phenyl-4H-benzo[a]quinolizin-1-yl)carbonyl]-2-methoxymethylpyrrolidine). Reaction SMILES: [Cl:1][C:2]1[CH:3]=[CH:4][C:5]2[CH:14]=[CH:13][N:12]3[C:7](=[C:8]([C:22]([N:24]4[CH2:28][CH2:27][CH2:26][C@@H:25]4[CH2:29][OH:30])=[O:23])[CH:9]=[C:10]([C:16]4[CH:21]=[CH:20][CH:19]=[CH:18][CH:17]=4)[C:11]3=[O:15])[C:6]=2[CH:31]=1.[OH-].[Na+].S(OC)(O[CH3:38])(=O)=O>[I-].C([N+](CCCC)(CCCC)CCCC)CCC.C(Cl)Cl.O>[Cl:1][C:2]1[CH:3]=[CH:4][C:5]2[CH:14]=[CH:13][N:12]3[C:7](=[C:8]([C:22]([N:24]4[CH2:28][CH2:27][CH2:26][C@@H:25]4[CH2:29][O:30][CH3:38])=[O:23])[CH:9]=[C:10]([C:16]4[CH:21]=[CH:20][CH:19]=[CH:18][CH:17]=4)[C:11]3=[O:15])[C:6]=2[CH:31]=1 |f:1.2,4.5|. Procedure: 432 mg of (R)-1-[(10-chloro-4-oxo-3-phenyl-4H-benzo[a]quinolizin-1-yl)carbonyl]-2-pyrrolidinemethanol and 4 mg of tetrabutylammonium iodide in 2 ml of methylene chloride were held in an ultrasound bath for 30 minutes with 104 mg of sodium hydroxide in 0.1 ml of water. 0.19 ml of dimethyl sulfate was then added. After about 1 hour, an additional 0.19 ml of dimethyl sulfate was added and the mixture was allowed to react for an additional 90 minutes. The mixture was diluted with methylene chloride,... Reactants: [BH4-], CCO, Cc1ccc(Cc2cccc(C=O)c2)s1, [Na+], O. Yields the product Cc1ccc(Cc2cccc(CO)c2)s1. Reaction SMILES: [BH4-:19].[CH3:1][CH2:2][OH:3].[CH3:4][c:5]1[cH:6][cH:7][c:8]([CH2:10][c:11]2[cH:12][c:13]([CH:14]=[O:15])[cH:16][cH:17][cH:18]2)[s:9]1.[Na+:20].[OH2:21]>>[CH3:4][c:5]1[cH:6][cH:7][c:8]([CH2:10][c:11]2[cH:12][c:13]([CH2:14][OH:15])[cH:16][cH:17][cH:18]2)[s:9]1. Reactants: CC(=O)OCC1=C(N2[C@@H]([C@@H](C2=O)N)SC1)C(=O)O (7-ACA), CS(=O)(=O)O (methanesulfonic acid), B(OC)(OC)OC (trimethyl borate). Run in ClCCl (dichloromethane). Conditions: time 9 hour. The product is desired product, NC1[C@@H]2N(C(=C(CS2)COC)C(=O)O)C1=O (7-amino-3-methoxymethyl-3-cephem-4-carboxylic acid). Reaction SMILES: C[C:2]([O:4][CH2:5][C:6]1[CH2:15][S:14][C@@H:9]2[C@H:10]([NH2:13])[C:11](=[O:12])[N:8]2[C:7]=1[C:16]([OH:18])=[O:17])=O.CS(O)(=O)=O.B(OC)(OC)OC>ClCCl>[NH2:13][CH:10]1[C:11](=[O:12])[N:8]2[C:7]([C:16]([OH:18])=[O:17])=[C:6]([CH2:5][O:4][CH3:2])[CH2:15][S:14][C@H:9]12. Procedure details: To 10 ml of dichloromethane were added 1.41 g of 7-ACA, 5.1 ml of methanesulfonic acid and 1.07 ml of trimethyl borate. The reaction was conducted at 0° C. for 9 hours. After completion of the reaction, substantially the same procedure as in Example 1 was repeated, to thereby obtain the desired product, namely 7-amino-3-methoxymethyl-3-cephem-4-carboxylic acid. The amount of the desired product was 0.70 g. The yield of the desired product was 55%.